Dataset: the Open Reaction Database (ORD), a public repository of structured organic reaction records. Task: describe an organic reaction: reactants, conditions, products, and yield Starting materials: O=C(CC(=O)OCCCCN1C(=NC=2C=NC=CC21)C)C (4-(2-Methylimidazo[4,5-c]pyrid-1-yl)butyl 3-oxobutanoate), N (ammonia). Solvent: C(C)O (ethanol). Reaction conditions: time 2 hour. Product: NC(=CC(=O)OCCCCN1C(=NC=2C=NC=CC21)C)C (4-(2-Methylimidazo[4,5-c]pyrid-1-yl)butyl 3-aminobut-2-enoate). RXN SMILES: O=[C:2]([CH3:21])[CH2:3][C:4]([O:6][CH2:7][CH2:8][CH2:9][CH2:10][N:11]1[C:19]2[CH:18]=[CH:17][N:16]=[CH:15][C:14]=2[N:13]=[C:12]1[CH3:20])=[O:5].[NH3:22]>C(O)C>[NH2:22][C:2]([CH3:21])=[CH:3][C:4]([O:6][CH2:7][CH2:8][CH2:9][CH2:10][N:11]1[C:19]2[CH:18]=[CH:17][N:16]=[CH:15][C:14]=2[N:13]=[C:12]1[CH3:20])=[O:5]. Reported procedure: 4-(2-Methylimidazo[4,5-c]pyrid-1-yl)butyl 3-oxobutanoate (1.52 g) (see Preparation 6) was dissolved in ethanol (50 ml) containing dry silica gel (2.5 g) and gaseous ammonia was then bubbled through the mixture for 20 minutes. The mixture was stirred at room temperature for a further 11/2 hours and then filtered and evaporated to dryness leaving the crude title compound (1.54 g) which was used directly. Starting materials: C(C)(=O)NC=1C=C(C=CC1[N+](=O)[O-])C(C(F)(F)F)(C(F)(F)F)C1=CC(=C(C=C1)[N+](=O)[O-])NC(C)=O (2,2-bis-(3-acetamido-4nitrophenyl) hexafluoropropane), CO (methanol), [OH-].[Na+] (sodium hydroxide). Run in O (water), O (water). Product: NC=1C=C(C=CC1[N+](=O)[O-])C(C(F)(F)F)(C(F)(F)F)C1=CC(=C(C=C1)[N+](=O)[O-])N (2,2-Bis-(3-amino-4-nitrophenyl)hexafluoropropane). As a reaction SMILES: C([NH:4][C:5]1[CH:6]=[C:7]([C:14]([C:23]2[CH:28]=[CH:27][C:26]([N+:29]([O-:31])=[O:30])=[C:25]([NH:32]C(=O)C)[CH:24]=2)([C:19]([F:22])([F:21])[F:20])[C:15]([F:18])([F:17])[F:16])[CH:8]=[CH:9][C:10]=1[N+:11]([O-:13])=[O:12])(=O)C.CO.[OH-].[Na+]>O>[NH2:4][C:5]1[CH:6]=[C:7]([C:14]([C:23]2[CH:28]=[CH:27][C:26]([N+:29]([O-:31])=[O:30])=[C:25]([NH2:32])[CH:24]=2)([C:19]([F:20])([F:21])[F:22])[C:15]([F:18])([F:17])[F:16])[CH:8]=[CH:9][C:10]=1[N+:11]([O-:13])=[O:12] |f:2.3|. Procedure details: 160 g (0.31 mol) of 2,2-bis-(3-acetamido-4nitrophenyl) hexafluoropropane are heated under reflux for 15 minutes in a solution of 65 ml of water, 570 ml of methanol and 25 g of sodium hydroxide. The hot solution is diluted with 1,300 ml of hot water and then cooled to 0°-5° C. The solid is filtered off with suction, washed with water, dried at 80° C. and recrystallized from toluene. Yield 115 g (0.27 mol); yellow solid; m.p. 257°-259° C. The reactants are ClC1=C(C(=O)NCC23CC4CC(CC(C2)C4)C3)C=C(C=C1)OCCCCl (2-chloro-5-[3-chloropropoxy]-N-(tricyclo[3.3.1.13,7]dec-1-ylmethyl)-benzamide), N12CCCCCC2=NCCC1 (1,8-diazabicyclo(5.4.0)undec-7-ene), [I-].[Na+] (sodium iodide), SCCCO (3-mecaptopropan-1-ol). Run in C(CCC)O (1-butanol), C(C)(=O)OCC (ethyl acetate). Conditions: temperature 100 celsius. Yields the product ClC1=C(C(=O)NCC23CC4CC(CC(C2)C4)C3)C=C(C=C1)OCCCSCCCO (2-Chloro-5-[3-(3-hydroxypropylthio)propoxy]-N-(tricyclo[3.3.1.13,7]dec-1-ylmethyl)-benzamide). Reaction SMILES: [Cl:1][C:2]1[CH:21]=[CH:20][C:19]([O:22][CH2:23][CH2:24][CH2:25]Cl)=[CH:18][C:3]=1[C:4]([NH:6][CH2:7][C:8]12[CH2:17][CH:12]3[CH2:13][CH:14]([CH2:16][CH:10]([CH2:11]3)[CH2:9]1)[CH2:15]2)=[O:5].N12CCCN=C1CCCCC2.[I-].[Na+].[SH:40][CH2:41][CH2:42][CH2:43][OH:44]>C(O)CCC.C(OCC)(=O)C>[Cl:1][C:2]1[CH:21]=[CH:20][C:19]([O:22][CH2:23][CH2:24][CH2:25][S:40][CH2:41][CH2:42][CH2:43][OH:44])=[CH:18][C:3]=1[C:4]([NH:6][CH2:7][C:8]12[CH2:17][CH:12]3[CH2:13][CH:14]([CH2:16][CH:10]([CH2:11]3)[CH2:9]1)[CH2:15]2)=[O:5] |f:2.3|. Reported procedure: To a solution of 2-chloro-5-[3-chloropropoxy]-N-(tricyclo[3.3.1.13,7]dec-1-ylmethyl)-benzamide (0.06 g, Example 3a) and 1,8-diazabicyclo(5.4.0)undec-7-ene (0.07 ml) in 1-butanol (5 ml) was added sodium iodide (0.023 g) and 3-mecaptopropan-1-ol (0.04 ml). The reaction vessel was sealed and the mixture heated at 100° C. for 24 h. The reaction mixture was diluted with ethyl acetate and washed twice with 2M hydrochloric acid, twice with sodium hydrogencarbonate solution and once with brine. The orga... As a reaction SMILES: O.NN.[N+:4]([C:7]1[CH:20]=[CH:19][C:10]2[S:11][C:12]([C:14]([O:16][CH2:17][CH3:18])=[O:15])=[CH:13][C:9]=2[CH:8]=1)([O-])=O>[Ni].C(O)C>[NH2:4][C:7]1[CH:20]=[CH:19][C:10]2[S:11][C:12]([C:14]([O:16][CH2:17][CH3:18])=[O:15])=[CH:13][C:9]=2[CH:8]=1 |f:0.1|. Procedure: Raney Nickel (1 g) and hydrazine hydrate (3 ml) was added to ethyl 5-nitrobenzo[b]thiophene-2-carboxylate (25 g) (obtained as described in Syn. Comm., (1991), 21, 959-964) in ethanol (500 ml) at 60° C. A vigorous reaction ensued and the mixture refluxed. Further portions of Raney Nickel (1 g) and hydrazine hydrate (3 ml) were added at 10 minute intervals until a total of 15 ml had been added and the mixture was then refluxed for 90 minutes. The hot mixture was filtered and the filtrate evaporate... The yield is 81.8%. The reactants are O.NN (hydrazine hydrate), [N+](=O)([O-])C1=CC2=C(SC(=C2)C(=O)OCC)C=C1 (ethyl 5-nitrobenzo[b]thiophene-2-carboxylate), O.NN (hydrazine hydrate). The product is NC1=CC2=C(SC(=C2)C(=O)OCC)C=C1 (ethyl 5-aminobenzo[b]thiophene-2-carboxylate). The solvent is C(C)O (ethanol). Reagents/catalysts: [Ni] (Raney Nickel), [Ni] (Raney Nickel). Reactants: CCOC(=O)C (EtOAc), ClC1=C(C=CC(=C1)OC)C(C(C(F)(F)F)(O)C=1C=CC(NC1)=O)C (5-[2-(2-Chloro-4-methoxy-phenyl)-1-hydroxy-1-trifluoromethyl-propyl]-1H-pyridin-2-one), C(=O)([O-])[O-].[K+].[K+] (K2CO3), IC (iodomethane). Run in O (water), CN(C(C)=O)C (N,N-dimethylacetamide). Reaction conditions: time 3 day. The product is ClC1=C(C=CC(=C1)OC)C(C(C(F)(F)F)(O)C=1C=CC(N(C1)C)=O)C (5-[2-(2-Chloro-4-methoxy-phenyl)-1-hydroxy-1-trifluoromethyl-propyl]-1-methyl-1H-pyridin-2-one). Yield: 108.8%. Reaction SMILES: [Cl:1][C:2]1[CH:7]=[C:6]([O:8][CH3:9])[CH:5]=[CH:4][C:3]=1[CH:10]([CH3:24])[C:11]([C:17]1[CH:18]=[CH:19][C:20](=[O:23])[NH:21][CH:22]=1)([OH:16])[C:12]([F:15])([F:14])[F:13].[C:25]([O-])([O-])=O.[K+].[K+].IC.CCOC(C)=O>CN(C)C(=O)C.O>[Cl:1][C:2]1[CH:7]=[C:6]([O:8][CH3:9])[CH:5]=[CH:4][C:3]=1[CH:10]([CH3:24])[C:11]([C:17]1[CH:18]=[CH:19][C:20](=[O:23])[N:21]([CH3:25])[CH:22]=1)([OH:16])[C:12]([F:14])([F:15])[F:13] |f:1.2.3|. Reported procedure: To a solution of 5-[2-(2-chloro-4-methoxy-phenyl)-1-hydroxy-1-trifluoromethyl-propyl]-1H-pyridin-2-one (Example 194, 100 mg) in N,N-dimethylacetamide (1.5 ml) were added powdered K2CO3 (42 mg) and iodomethane (41 mg). The mixture was stirred at room temperature for 3 days. EtOAc and water were added and the mixture was extracted with EtOAc. The organic phase was dried (MgSO4), filtered and concentrated to dryness. The product was purified by chromatography (SiO2, cyclohexane/EtOAc 1:1=>0:1) to g... As a reaction SMILES: [CH:1]([C:3]1[CH:10]=[CH:9][C:6]([C:7]#[N:8])=[CH:5][N:4]=1)=[CH2:2].COC(=O)C1C=C(F)C(C(OC)=O)=CC=1N>>[CH2:1]([C:3]1[CH:10]=[CH:9][C:6]([C:7]#[N:8])=[CH:5][N:4]=1)[CH3:2]. The reactants are C(=C)C1=NC=C(C#N)C=C1 (6-Vinyl-nicotinonitrile), COC(C1=C(C=C(C(=O)OC)C(=C1)F)N)=O (2-Amino-5-fluoro-terephthalic acid dimethyl ester). Product: C(C)C1=NC=C(C#N)C=C1 (6-Ethyl-nicotinonitrile). Procedure details: Compound 384B was prepared from 384A by a route analogous to that described for the preparation of compound 174B. HPLC retention time=1.24 min. (Condition A), M+=133. The reactants are ClC=1C=C2C(=NC1C1=CC=C(C=C1)C1=CC=C(C=C1)C(=O)N1C[C@@H](CC1)OCOCC[Si](C)(C)C)N=C(N2COCC[Si](C)(C)C)S(=O)(=O)C ((R)-(4′-(6-chloro-2-(methylsulfonyl)-1-((2 (trimethylsilyl)ethoxy)-methyl)-1H-imidazo[4,5-b]pyridin-5-yl)-[1,1′-biphenyl]-4-yl)(3-((2-(trimethylsilyl)-ethoxy)methoxy)pyrrolidin-1-yl)methanone), C1(=CC=CC=C1)C1OC[C@@H]2[C@@H](O1)C[C@H](CO2)O ((4aR,7R,8aS)-2-phenylhexahydropyrano[3,2-d][1,3]dioxin-7-ol), C([O-])([O-])=O.[Cs+].[Cs+] (cesium carbonate). Run in CN(C)C=O (DMF). Run at time 2 hour. The product is ClC=1C=C2C(=NC1C1=CC=C(C=C1)C1=CC=C(C=C1)C(=O)N1C[C@@H](CC1)O)N=C(N2)O[C@H]2CO[C@@H]([C@H](C2)O)CO ((4′-(6-chloro-2-(((3R,5 S,6R)-5-hydroxy-6-(hydroxymethyl)tetrahydro-2H-pyran-3-yl)oxy)-1H-imidazo[4,5-b]pyridin-5-yl)-[1,1′-biphenyl]-4-yl)((R)-3-hydroxypyrrolidin-1-yl)methanone). RXN SMILES: [Cl:1][C:2]1[CH:3]=[C:4]2[N:38](COCC[Si](C)(C)C)[C:37](S(C)(=O)=O)=[N:36][C:5]2=[N:6][C:7]=1[C:8]1[CH:13]=[CH:12][C:11]([C:14]2[CH:19]=[CH:18][C:17]([C:20]([N:22]3[CH2:26][CH2:25][C@@H:24]([O:27]COCC[Si](C)(C)C)[CH2:23]3)=[O:21])=[CH:16][CH:15]=2)=[CH:10][CH:9]=1.C1(C2[O:62][C@H:61]3[CH2:63][C@@H:64]([OH:67])[CH2:65][O:66][C@@H:60]3[CH2:59][O:58]2)C=CC=CC=1.C(=O)([O-])[O-].[Cs+].[Cs+]>CN(C=O)C>[Cl:1][C:2]1[CH:3]=[C:4]2[NH:38][C:37]([O:67][C@@H:64]3[CH2:63][C@H:61]([OH:62])[C@@H:60]([CH2:59][OH:58])[O:66][CH2:65]3)=[N:36][C:5]2=[N:6][C:7]=1[C:8]1[CH:9]=[CH:10][C:11]([C:14]2[CH:19]=[CH:18][C:17]([C:20]([N:22]3[CH2:26][CH2:25][C@@H:24]([OH:27])[CH2:23]3)=[O:21])=[CH:16][CH:15]=2)=[CH:12][CH:13]=1 |f:2.3.4|. Procedure details: To a solution of (R)-(4′-(6-chloro-2-(methylsulfonyl)-1-((2 (trimethylsilyl)ethoxy)-methyl)-1H-imidazo[4,5-b]pyridin-5-yl)-[1,1′-biphenyl]-4-yl)(3-((2-(trimethylsilyl)-ethoxy)methoxy)pyrrolidin-1-yl)methanone (150 mg, 0.198 mmol) and (4aR,7R,8aS)-2-phenylhexahydropyrano[3,2-d][1,3]dioxin-7-ol (100 mg, 0.423 mmol) in DMF (2 mL), was added cesium carbonate (150 mg, 0.460 mmol). The reaction mixture was stirred at room temperature for 2 h, then partitioned between water and EtOAc. The organic layer...